From a dataset of the Open Reaction Database (ORD), a public repository of structured organic reaction records. describe an organic reaction: reactants, conditions, products, and yield Starting materials: CS(=O)(=O)OCc1ccc(N2C(=S)N(c3ccc(C#N)c(C(F)(F)F)c3)C(=O)C23CCC3)cc1, C1CCOC1, CNC. Yields the product CN(C)Cc1ccc(N2C(=S)N(c3ccc(C#N)c(C(F)(F)F)c3)C(=O)C23CCC3)cc1. As a reaction SMILES: [C:1](#[N:2])[c:3]1[c:4]([C:31]([F:32])([F:33])[F:34])[cH:5][c:6]([N:9]2[C:10](=[S:30])[N:11]([c:18]3[cH:19][cH:20][c:21]([CH2:24][O:25][S:26]([CH3:27])(=[O:28])=[O:29])[cH:22][cH:23]3)[C:12]3([CH2:13][CH2:14][CH2:15]3)[C:16]2=[O:17])[cH:7][cH:8]1.[CH2:38]1[O:39][CH2:40][CH2:41][CH2:42]1.[CH3:35][NH:36][CH3:37]>>[C:1](#[N:2])[c:3]1[c:4]([C:31]([F:32])([F:33])[F:34])[cH:5][c:6]([N:9]2[C:10](=[S:30])[N:11]([c:18]3[cH:19][cH:20][c:21]([CH2:24][N:36]([CH3:35])[CH3:37])[cH:22][cH:23]3)[C:12]3([CH2:13][CH2:14][CH2:15]3)[C:16]2=[O:17])[cH:7][cH:8]1. The reactants are NC=1C=C2C(=NC=NC2=CC1)NC1=CC(=CC=C1)Br (6-amino-4-[(3-bromophenyl)amino]-quinazoline), C1(\C=C/C(=O)O1)=O (maleic anhydride). Solvent: O (water), CN(C)C=O (DMF). Run at temperature 70 celsius, time 2.5 hour. Product: BrC=1C=C(C=CC1)NC1=NC=NC2=CC=C(C=C12)NC(=O)C=CC(=O)O (3-[4-(3-Bromo-phenylamino)-quinazolin-6-ylcarbamoyl]-acrylic acid). Yield: 84.2%. Reaction SMILES: [NH2:1][C:2]1[CH:3]=[C:4]2[C:9](=[CH:10][CH:11]=1)[N:8]=[CH:7][N:6]=[C:5]2[NH:12][C:13]1[CH:18]=[CH:17][CH:16]=[C:15]([Br:19])[CH:14]=1.[C:20]1(=[O:26])[O:25][C:23](=[O:24])[CH:22]=[CH:21]1>CN(C=O)C.O>[Br:19][C:15]1[CH:14]=[C:13]([NH:12][C:5]2[C:4]3[C:9](=[CH:10][CH:11]=[C:2]([NH:1][C:20]([CH:21]=[CH:22][C:23]([OH:25])=[O:24])=[O:26])[CH:3]=3)[N:8]=[CH:7][N:6]=2)[CH:18]=[CH:17][CH:16]=1. Procedure details: To a solution of 6-amino-4-[(3-bromophenyl)amino]-quinazoline (0.78 g, 2.5 mmol) in 8 mL of DMF was added maleic anhydride (0.266 g, 2.7 mmol), and the mixture was heated with stirring in a 70° C. oil bath for 2.5 hours. The resulting suspension was cooled to room temperature and then diluted with water. The solid was collected, washed sequentially with a mixture of toluene/DMF (1:1), water, and IPA. The solid was dried in vacuo at 60° C. for 16 hours to afford 3-[4-(3-bromo-phenylamino)-quinazo... The reactants are O=C(C(Br)Br)C(F)(F)F, CC(=O)[O-], CCOC(=O)C=Cc1cc(NN)ccc1Cl, [Na+], O. Product: CCOC(=O)C=Cc1cc(NN=CC(=O)C(F)(F)F)ccc1Cl. RXN SMILES: [Br:6][CH:7]([C:8](=[O:9])[C:10]([F:11])([F:12])[F:13])[Br:14].[CH3:2][C:3](=[O:4])[O-:5].[Cl:15][c:16]1[c:17]([CH:18]=[CH:19][C:20](=[O:21])[O:22][CH2:23][CH3:24])[cH:25][c:26]([NH:29][NH2:30])[cH:27][cH:28]1.[Na+:1].[OH2:31]>>[CH:7]([C:8](=[O:9])[C:10]([F:11])([F:12])[F:13])=[N:30][NH:29][c:26]1[cH:25][c:17]([CH:18]=[CH:19][C:20](=[O:21])[O:22][CH2:23][CH3:24])[c:16]([Cl:15])[cH:28][cH:27]1. RXN SMILES: [CH3:33][OH:34].[F:18][C:19]([F:20])([F:21])[CH:22]([CH2:23][CH2:24][CH2:25][CH3:26])[CH2:27][C:28]([OH:29])=[O:30].[F:1][C:2]([C:3](=[CH:4][C:5](=[O:6])[O:7][CH2:8][CH3:9])[CH2:10][CH2:11][CH2:12][CH2:13][CH2:14][CH3:15])([F:16])[F:17].[H:31][H:32]>>[F:1][C:2]([C:3](=[CH:4][C:5](=[O:6])[OH:7])[CH2:10][CH2:11][CH2:12][CH2:13][CH2:14][CH3:15])([F:16])[F:17]. Product: CCCCCCC(=CC(=O)O)C(F)(F)F. The reactants are CO, CCCCC(CC(=O)O)C(F)(F)F, CCCCCCC(=CC(=O)OCC)C(F)(F)F, [H][H].